This data is from the Open Reaction Database (ORD), a public repository of structured organic reaction records. The task is: describe an organic reaction: reactants, conditions, products, and yield The reactants are [BH4-], CO, COC(OC)OC, CCCN(CCC)CCCc1cccc(-c2ccc(CN)cc2)n1, [Na+], O=Cc1ncc[nH]1. Yields the product CCCN(CCC)CCCc1cccc(-c2ccc(CNCc3ncc[nH]3)cc2)n1. RXN SMILES: [BH4-:39].[CH3:41][OH:42].[CH:32]([O:33][CH3:34])([O:35][CH3:36])[O:37][CH3:38].[NH2:1][CH2:2][c:3]1[cH:4][cH:5][c:6](-[c:9]2[cH:10][cH:11][cH:12][c:13]([CH2:15][CH2:16][CH2:17][N:18]([CH2:19][CH2:20][CH3:21])[CH2:22][CH2:23][CH3:24])[n:14]2)[cH:7][cH:8]1.[Na+:40].[nH:25]1[c:26]([CH:30]=[O:31])[n:27][cH:28][cH:29]1>>[NH:1]([CH2:2][c:3]1[cH:4][cH:5][c:6](-[c:9]2[cH:10][cH:11][cH:12][c:13]([CH2:15][CH2:16][CH2:17][N:18]([CH2:19][CH2:20][CH3:21])[CH2:22][CH2:23][CH3:24])[n:14]2)[cH:7][cH:8]1)[CH2:30][c:26]1[nH:25][cH:29][cH:28][n:27]1. Reactants: C(CCC)(=O)C(C(=O)OCC)=CNC1=C(C=C(C=C1)OC(C1=CC=CC=C1)=O)OC (Ethyl 2-butyryl-3-(4-benzoyloxy-2-methoxyphenylamino)acrylate), C1(=CC=CC=C1)OC1=CC=CC=C1 (diphenyl ether). Product: C(CCC)(=O)C1=CNC2=C(C=C(C=C2C1=O)OC(C1=CC=CC=C1)=O)OC (3-butyryl-6-benzoyloxy-8-methoxy-4(1H)-quinolone). Yield: 92.6%. RXN SMILES: [C:1]([C:6](=[CH:12][NH:13][C:14]1[CH:19]=[CH:18][C:17]([O:20][C:21](=[O:28])[C:22]2[CH:27]=[CH:26][CH:25]=[CH:24][CH:23]=2)=[CH:16][C:15]=1[O:29][CH3:30])[C:7](OCC)=[O:8])(=[O:5])[CH2:2][CH2:3][CH3:4].C1(OC2C=CC=CC=2)C=CC=CC=1>>[C:1]([C:6]1[C:7](=[O:8])[C:19]2[C:14](=[C:15]([O:29][CH3:30])[CH:16]=[C:17]([O:20][C:21](=[O:28])[C:22]3[CH:27]=[CH:26][CH:25]=[CH:24][CH:23]=3)[CH:18]=2)[NH:13][CH:12]=1)(=[O:5])[CH2:2][CH2:3][CH3:4]. Reported procedure: Ethyl 2-butyryl-3-(4-benzoyloxy-2-methoxyphenylamino)acrylate (22 g) was added portionwise to boiling diphenyl ether and heated under reflux for 45 minutes. When cool, the mixture was chromatographed (silica gel, 2% methanol in dichloromethane) to give 3-butyryl-6-benzoyloxy-8-methoxy-4(1H)-quinolone as a light brown solid (18.1 g, 92%), m.p. 102°-4°. As a reaction SMILES: [Br:1][C:2]1[CH:7]=[CH:6][C:5]([CH2:8]Cl)=[CH:4][CH:3]=1.[CH3:10][O:11][CH2:12][C@H:13]([CH3:16])[CH2:14][OH:15]>>[Br:1][C:2]1[CH:7]=[CH:6][C:5]([CH2:8][O:15][CH2:14][C@@H:13]([CH3:16])[CH2:12][O:11][CH3:10])=[CH:4][CH:3]=1. The reactants are BrC1=CC=C(C=C1)CCl (1-bromo-4-chloromethyl-benzene), COC[C@@H](CO)C ((R)-3-methoxy-2-methyl-propan-1-ol). Reported procedure: According to general method E, 1-bromo-4-chloromethyl-benzene [589-17-3] and (R)-3-methoxy-2-methyl-propan-1-ol are used to afford the title compound as a yellow oil. Rf=0.44 (EtOAc-heptane 1:6); Rt=5.29 (gradient I). Product: BrC1=CC=C(C=C1)COC[C@H](COC)C (1-Bromo-4-((S)-3-methoxy-2-methyl-propoxymethyl)-benzene). The reactants are FC(OC1=CC=C(C=C1)N1N=C(N=C1)C1=CC=C(C=C1)CCCN1C(C2=CC=CC=C2C1=O)=O)(F)F (2-(3-(4-(1-(4-(trifluoromethoxy)phenyl)-1H-1,2,4-triazol-3-yl)phenyl) propyl)isoindoline-1,3-dione), CO (methanol), O.NN (hydrazine monohydrate). Solvent: ClCCl (dichloromethane). Conditions: temperature 50 celsius. The product is FC(OC1=CC=C(C=C1)N1N=C(N=C1)C1=CC=C(C=C1)CCCN)(F)F (3-(4-(1-(4-(trifluoromethoxy)phenyl)-1H-1,2,4-triazol-3-yl)phenyl)propan-1-amine). RXN SMILES: [F:1][C:2]([F:36])([F:35])[O:3][C:4]1[CH:9]=[CH:8][C:7]([N:10]2[CH:14]=[N:13][C:12]([C:15]3[CH:20]=[CH:19][C:18]([CH2:21][CH2:22][CH2:23][N:24]4C(=O)C5C(=CC=CC=5)C4=O)=[CH:17][CH:16]=3)=[N:11]2)=[CH:6][CH:5]=1.CO.O.NN>ClCCl>[F:36][C:2]([F:1])([F:35])[O:3][C:4]1[CH:5]=[CH:6][C:7]([N:10]2[CH:14]=[N:13][C:12]([C:15]3[CH:20]=[CH:19][C:18]([CH2:21][CH2:22][CH2:23][NH2:24])=[CH:17][CH:16]=3)=[N:11]2)=[CH:8][CH:9]=1 |f:2.3|. Procedure: To 2-(3-(4-(1-(4-(trifluoromethoxy)phenyl)-1H-1,2,4-triazol-3-yl)phenyl) propyl)isoindoline-1,3-dione (0.373 g, 0.758 mmol) in a 25 mL vial equipped with a stir bar, Vigreux column, and nitrogen was added methanol (7.6 mL) followed by hydrazine monohydrate (0.110 mL, 2.27 mmol). The reaction was heated to 50° C. The reaction mixture was cooled to room temperature and diluted with dichloromethane. The layers were separated and the aqueous layer was extracted with dichloromethane (2×). The organic... Reactants: [Cr+3], NCCCCC(N)C(=O)O, C[N+](C)(C)CC(O)CC(=O)[O-], O=C([O-])c1ccccn1, O=C([O-])c1ccccn1, O=C([O-])c1ccccn1. Reaction SMILES: [Cr+3:49].[NH2:12][CH2:13][CH2:14][CH2:15][CH2:16][CH:17]([C:18](=[O:19])[OH:20])[NH2:21].[OH:1][CH:2]([CH2:3][N+:4]([CH3:5])([CH3:6])[CH3:7])[CH2:8][C:9]([O-:10])=[O:11].[c:22]1([C:23]([O-:24])=[O:25])[n:26][cH:27][cH:28][cH:29][cH:30]1.[c:31]1([C:32]([O-:33])=[O:34])[n:35][cH:36][cH:37][cH:38][cH:39]1.[c:40]1([C:41]([O-:42])=[O:43])[n:44][cH:45][cH:46][cH:47][cH:48]1>>[OH:1][CH:2]([CH2:3][N+:4]([CH3:5])([CH3:6])[CH3:7])[CH2:8][C:9](=[O:10])[O-:11]. Yields the product C[N+](C)(C)CC(O)CC(=O)[O-]. Reactants: C1N(CC2C1CCC2)N (hexahydro-cyclopenta[c]pyrrol-2-ylamine), COC(CCC=1C(N(C(NC1)=O)N)=O)=O (3-amino-2,4-dioxo-1,2,3,4-tetrahydro-pyrimidin-5-propionic acid methyl ester), C1N(CC2C1CCC2)NC(=O)C=2C=NC(=NC2)C2=CC(=CC=C2)F (2-(3-fluoro-phenyl)-pyrimidine-5-carboxylic acid (hexahydro-cyclopenta[c]pyrrol-2-yl)-amide). Product: C1N(CC2C1CCC2)NC(=O)C=2C=NC(=NC2)C2=CC=CC=C2 (2-Phenyl-pyrimidine-5-carboxylic acid (hexahydro-cyclopenta[c]pyrrol-2-yl)-amide). As a reaction SMILES: C1C2CCCC2CN1N.COC(=O)CCC1C(=O)N(N)C(=O)NC=1.[CH2:25]1[CH:29]2[CH2:30][CH2:31][CH2:32][CH:28]2[CH2:27][N:26]1[NH:33][C:34]([C:36]1[CH:37]=[N:38][C:39]([C:42]2[CH:47]=[CH:46][CH:45]=[C:44](F)[CH:43]=2)=[N:40][CH:41]=1)=[O:35]>>[CH2:27]1[CH:28]2[CH2:32][CH2:31][CH2:30][CH:29]2[CH2:25][N:26]1[NH:33][C:34]([C:36]1[CH:41]=[N:40][C:39]([C:42]2[CH:47]=[CH:46][CH:45]=[CH:44][CH:43]=2)=[N:38][CH:37]=1)=[O:35]. Reported procedure: Following procedures similar to those of Example 64 but substituting hexahydro-cyclopenta[c]pyrrol-2-ylamine for 3-{3-amino-2,4-dioxo-1,2,3,4-tetrahydro-pyrimidin-5-propionic acid methyl ester, there is prepared 2-(3-fluoro-phenyl)-pyrimidine-5-carboxylic acid (hexahydro-cyclopenta[c]pyrrol-2-yl)-amide (39%) as a solid. MS: 309 (M+H); 1H NMR (300 MHz, CDCl3): δ 1.20-1.90 (m, 6H), 2.40-3.50 (m, 6H), 6.94 (s, N—H), 7.52 (s, 3H), 8.50 (s, 2H), 9.08-9.38 (d, 2H). The reactants are ClC=1C(=C(C=CC1)[C@H]1[C@@H](N[C@H]([C@]1(C#N)C1=C(C=C(C=C1)Cl)F)CC(C)(C)C)C(=O)NC1=C(C=C(C(=O)O)C=C1)OC)F (4-((2R,3S,4R,5S)-3-(3-chloro-2-fluorophenyl)-4-(4-chloro-2-fluorophenyl)-4-cyano-5-neopentylpyrrolidine-2-carboxamido)-3-methoxybenzoic acid), O1CCN(CC1)C(CO)C (2-morpholinopropan-1-ol). Yields the product Cl.N1(CCOCC1)C(COC(C1=CC(=C(C=C1)NC(=O)[C@@H]1N[C@H]([C@]([C@H]1C1=C(C(=CC=C1)Cl)F)(C#N)C1=C(C=C(C=C1)Cl)F)CC(C)(C)C)OC)=O)C (4-{[(2R,3S,4R,5S)-4-(4-chloro-2-fluoro-phenyl)-3-(3-chloro-2-fluoro-phenyl)-4-cyano-5-(2,2-dimethyl-propyl)-pyrrolidine-2-carbonyl]-amino}-3-methoxy-benzoic acid 2-morpholin-4-yl-propyl ester, hydrochloride). As a reaction SMILES: [Cl:1][C:2]1[C:3]([F:42])=[C:4]([C@@H:8]2[C@:12]([C:15]3[CH:20]=[CH:19][C:18]([Cl:21])=[CH:17][C:16]=3[F:22])([C:13]#[N:14])[C@H:11]([CH2:23][C:24]([CH3:27])([CH3:26])[CH3:25])[NH:10][C@H:9]2[C:28]([NH:30][C:31]2[CH:39]=[CH:38][C:34]([C:35]([OH:37])=[O:36])=[CH:33][C:32]=2[O:40][CH3:41])=[O:29])[CH:5]=[CH:6][CH:7]=1.[O:43]1[CH2:48][CH2:47][N:46]([CH:49]([CH3:52])[CH2:50]O)[CH2:45][CH2:44]1>>[ClH:1].[N:46]1([CH:49]([CH3:52])[CH2:50][O:36][C:35](=[O:37])[C:34]2[CH:38]=[CH:39][C:31]([NH:30][C:28]([C@H:9]3[C@H:8]([C:4]4[CH:5]=[CH:6][CH:7]=[C:2]([Cl:1])[C:3]=4[F:42])[C@:12]([C:15]4[CH:20]=[CH:19][C:18]([Cl:21])=[CH:17][C:16]=4[F:22])([C:13]#[N:14])[C@H:11]([CH2:23][C:24]([CH3:26])([CH3:27])[CH3:25])[NH:10]3)=[O:29])=[C:32]([O:40][CH3:41])[CH:33]=2)[CH2:47][CH2:48][O:43][CH2:44][CH2:45]1 |f:2.3|. Reported procedure: In a manner similar to the method described in Example 14, 4-((2R,3S,4R,5S)-3-(3-chloro-2-fluorophenyl)-4-(4-chloro-2-fluorophenyl)-4-cyano-5-neopentylpyrrolidine-2-carboxamido)-3-methoxybenzoic acid (prepared as described in US20100152190A1) was reacted with 2-morpholinopropan-1-ol to give 4-{[(2R,3S,4R,5S)-4-(4-chloro-2-fluoro-phenyl)-3-(3-chloro-2-fluoro-phenyl)-4-cyano-5-(2,2-dimethyl-propyl)-pyrrolidine-2-carbonyl]-amino}-3-methoxy-benzoic acid 2-morpholin-4-yl-propyl ester, hydrochloride. ... The reactants are C([O-])([O-])=O.[Li+].[Li+] (lithium carbonate), BrC1=C(C#N)C=CC(=C1)F (2-bromo-4-fluorobenzonitrile), OC(C)(C)[C@@H]1[C@@H](NCC1)C ((2S,3S)-3-(1-hydroxy-1-methylethyl)-2-methylpyrrolidine). The product is BrC1=C(C#N)C=CC(=C1)N1[C@H]([C@H](CC1)C(C)(C)O)C (2-bromo-4-[(2S,3S)-3-(1-hydroxy-1-methylethyl)-2-methylpyrrolidin-1-yl]benzonitrile), solid. As a reaction SMILES: [Br:1][C:2]1[CH:9]=[C:8](F)[CH:7]=[CH:6][C:3]=1[C:4]#[N:5].[OH:11][C:12]([C@H:15]1[CH2:19][CH2:18][NH:17][C@H:16]1[CH3:20])([CH3:14])[CH3:13].C(=O)([O-])[O-].[Li+].[Li+]>>[Br:1][C:2]1[CH:9]=[C:8]([N:17]2[CH2:18][CH2:19][C@H:15]([C:12]([OH:11])([CH3:14])[CH3:13])[C@@H:16]2[CH3:20])[CH:7]=[CH:6][C:3]=1[C:4]#[N:5] |f:2.3.4|. Procedure details: Using 2-bromo-4-fluorobenzonitrile (497 mg), (2S,3S)-3-(1-hydroxy-1-methylethyl)-2-methylpyrrolidine 1/2 oxalate (659 mg) and lithium carbonate (259 mg), the title compound was obtained as a yellow solid (yield: 608 mg) by an operation similar to that in Example 3. As a reaction SMILES: [Br:46][c:47]1[cH:48][c:49]([C:50](=[O:51])[Cl:52])[cH:53][cH:54][c:55]1[CH2:56][N:57]1[CH2:58][CH2:59][O:60][CH2:61][CH2:62]1.[CH3:1][c:2]1[c:3]([NH:9][c:10]2[n:11][cH:12][cH:13][c:14](-[c:16]3[cH:17][n:18][cH:19][cH:20][cH:21]3)[n:15]2)[cH:4][c:5]([NH2:6])[cH:7][cH:8]1.[Cl:22][c:23]1[n:24][cH:25][c:26](-[c:27]2[cH:28][cH:29][n:30][c:31]([NH:32][c:33]3[cH:34][c:35]([NH2:40])[cH:36][cH:37][c:38]3[CH3:39])[n:41]2)[cH:42][cH:43]1.[ClH:44].[ClH:45]>>[CH3:1][c:2]1[c:3]([NH:9][c:10]2[n:11][cH:12][cH:13][c:14](-[c:16]3[cH:17][n:18][cH:19][cH:20][cH:21]3)[n:15]2)[cH:4][c:5]([NH:6][C:50]([c:49]2[cH:48][c:47]([Br:46])[c:55]([CH2:56][N:57]3[CH2:58][CH2:59][O:60][CH2:61][CH2:62]3)[cH:54][cH:53]2)=[O:51])[cH:7][cH:8]1. Reactants: O=C(Cl)c1ccc(CN2CCOCC2)c(Br)c1, Cc1ccc(N)cc1Nc1nccc(-c2cccnc2)n1, Cc1ccc(N)cc1Nc1nccc(-c2ccc(Cl)nc2)n1, Cl, Cl. Product: Cc1ccc(NC(=O)c2ccc(CN3CCOCC3)c(Br)c2)cc1Nc1nccc(-c2cccnc2)n1. The reactants are CC1(OCC2=C(O1)C=CC(=C2)[C@H](CNCCC2=CC=C(OCCOCC=1C=C(C#N)C=CC1)C=C2)O)C (3-({2-[4-(2-{[(2R)-2-(2,2-dimethyl-4H-1,3-benzodioxin-6-yl)-2-hydroxyethyl]amino}ethyl)phenoxy]ethoxy}methyl)benzonitrile), potassium trimethylsilanoate, O1CCCC1 (tetrahydrofuran). Conditions: temperature 70 celsius. The product is CC1(OCC2=C(O1)C=CC(=C2)[C@H](CNCCC2=CC=C(OCCOCC=1C=C(C(=O)N)C=CC1)C=C2)O)C (3-({2-[4-(2-{[(2R)-2-(2,2-Dimethyl-4H-1,3-benzodioxin-6-yl)-2-hydroxyethyl]amino}ethyl)phenoxy]ethoxy}methyl)benzamide). Reaction SMILES: [CH3:1][C:2]1([CH3:37])[O:7][C:6]2[CH:8]=[CH:9][C:10]([C@@H:12]([OH:36])[CH2:13][NH:14][CH2:15][CH2:16][C:17]3[CH:35]=[CH:34][C:20]([O:21][CH2:22][CH2:23][O:24][CH2:25][C:26]4[CH:27]=[C:28]([CH:31]=[CH:32][CH:33]=4)[C:29]#[N:30])=[CH:19][CH:18]=3)=[CH:11][C:5]=2[CH2:4][O:3]1.[O:38]1CCCC1>>[CH3:1][C:2]1([CH3:37])[O:7][C:6]2[CH:8]=[CH:9][C:10]([C@@H:12]([OH:36])[CH2:13][NH:14][CH2:15][CH2:16][C:17]3[CH:35]=[CH:34][C:20]([O:21][CH2:22][CH2:23][O:24][CH2:25][C:26]4[CH:27]=[C:28]([CH:31]=[CH:32][CH:33]=4)[C:29]([NH2:30])=[O:38])=[CH:19][CH:18]=3)=[CH:11][C:5]=2[CH2:4][O:3]1. Procedure: A solution of 3-({2-[4-(2-{[(2R)-2-(2,2-dimethyl-4H-1,3-benzodioxin-6-yl)-2-hydroxyethyl]amino}ethyl)phenoxy]ethoxy}methyl)benzonitrile (4.6 g) in tetrahydrofuran (70 ml) was treated with potassium trimethylsilanoate (9.32 g) and heated at 70° C. for 71 h. The reaction mixture was concentrated in vacuo and partitioned between ethyl acetate and water. The aqueous phase was extracted with ethyl acetate and the combined organic phase washed with brine, dried (MgSO4) and concentrated in vacuo. The r...